This data is from the Open Reaction Database (ORD), a public repository of structured organic reaction records. The task is: describe an organic reaction: reactants, conditions, products, and yield Starting materials: O=C(OCCCCC(CO[N+](=O)[O-])O[N+](=O)[O-])c1ccc([N+](=O)[O-])cc1, O=C(OCCCC(CO[N+](=O)[O-])O[N+](=O)[O-])c1ccc([N+](=O)[O-])cc1. Yields the product O=[N+]([O-])OCC(CCCO)O[N+](=O)[O-]. RXN SMILES: [N+:1]([c:2]1[cH:3][cH:4][c:5]([C:6]([O:7][CH2:8][CH2:9][CH2:10][CH2:11][CH:12]([O:13][N+:14]([O-:15])=[O:16])[CH2:17][O:18][N+:19]([O-:20])=[O:21])=[O:22])[cH:23][cH:24]1)([O-:25])=[O:26].[N+:27]([c:28]1[cH:29][cH:30][c:31]([C:32](=[O:33])[O:36][CH2:37][CH2:38][CH2:39][CH:40]([CH2:41][O:42][N+:43](=[O:44])[O-:45])[O:46][N+:47](=[O:48])[O-:49])[cH:34][cH:35]1)([O-:50])=[O:51]>>[OH:36][CH2:37][CH2:38][CH2:39][CH:40]([CH2:41][O:42][N+:43](=[O:44])[O-:45])[O:46][N+:47](=[O:48])[O-:49]. Reactants: C([O-])([O-])=O.[K+].[K+] (potassium carbonate), FC1=C(C=CC(=C1)C1CCC(CC1)CCCCC)C1=CCC(CC1)C1CCC2(OCCO2)CC1 (8-{4-[2-fluoro-4-(4-pentyl-cyclohexyl)-phenyl]-cyclohex-3-enyl}-1,4-dioxa-spiro[4,5] decane), [H][H] (hydrogen). Reagents/catalysts: [Pd] (Pd/C), [Pd] (palladium on carbon). Run in C1(=CC=CC=C1)C (toluene), C(C)(C)O (isopropyl alcohol), [Pd] (Pd/C). The product is FC1=C(C=CC(=C1)C1CCC(CC1)CCCCC)C1CCC(CC1)C1CCC2(OCCO2)CC1 (8-{4-[2-fluoro-4-(4-pentyl-cyclohexyl)-phenyl]-cyclohexyl}-1,4-dioxa-spiro[4,5]decane). RXN SMILES: [F:1][C:2]1[CH:7]=[C:6]([CH:8]2[CH2:13][CH2:12][CH:11]([CH2:14][CH2:15][CH2:16][CH2:17][CH3:18])[CH2:10][CH2:9]2)[CH:5]=[CH:4][C:3]=1[C:19]1[CH2:24][CH2:23][CH:22]([CH:25]2[CH2:34][CH2:33][C:28]3([O:32][CH2:31][CH2:30][O:29]3)[CH2:27][CH2:26]2)[CH2:21][CH:20]=1.C(=O)([O-])[O-].[K+].[K+].[H][H]>C1(C)C=CC=CC=1.C(O)(C)C.[Pd]>[F:1][C:2]1[CH:7]=[C:6]([CH:8]2[CH2:9][CH2:10][CH:11]([CH2:14][CH2:15][CH2:16][CH2:17][CH3:18])[CH2:12][CH2:13]2)[CH:5]=[CH:4][C:3]=1[CH:19]1[CH2:24][CH2:23][CH:22]([CH:25]2[CH2:34][CH2:33][C:28]3([O:29][CH2:30][CH2:31][O:32]3)[CH2:27][CH2:26]2)[CH2:21][CH2:20]1 |f:1.2.3|. Procedure details: The compound (4) was dissolved in a mixed solvent of toluene (150 ml) and isopropyl alcohol (100 ml), and palladium on carbon catalyst (NX type of 5% Pd/C; 50% wet; made by N. E. Chemcat; hereinafter referred to as Pd/C) (3.06 g) and potassium carbonate (0.52 g) were added thereto. The mixture was stirred at room temperature under a hydrogen atmosphere until hydrogen absorption had ceased. After the reaction had been completed, Pd/C was removed and then the solvent was distilled off, and the res...